From a dataset of the Open Reaction Database (ORD), a public repository of structured organic reaction records. describe an organic reaction: reactants, conditions, products, and yield Reactants: C(C)(C)(C)OC(NC(CNC(=O)C=1C(=NN2C1C=C(C=C2OCC2=C(C=CC=C2F)F)CC)C)(CCC)C)=O (rac-{1-[({7-[(2,6-Difluorobenzyl)oxy]-5-ethyl-2-methylpyrazolo[1,5-a]pyridin-3-yl}carbonyl)amino]-2-methylpentan-2-yl}carbamic Acid tert-butyl Ester), FC(C(=O)O)(F)F (trifluoroacetic acid). Run in ClCCl (dichloromethane). Conditions: time 2 hour. The product is NC(CNC(=O)C=1C(=NN2C1C=C(C=C2OCC2=C(C=CC=C2F)F)CC)C)(CCC)C (rac-N-(2-Amino-2-methylpentyl)-7-[(2,6-difluorobenzyl)oxy]-5-ethyl-2-methylpyrazolo[1,5-a]pyridine-3-carboxamide). Yield: 30.7%. RXN SMILES: C(OC(=O)[NH:7][C:8]([CH3:38])([CH2:35][CH2:36][CH3:37])[CH2:9][NH:10][C:11]([C:13]1[C:14]([CH3:34])=[N:15][N:16]2[C:21]([O:22][CH2:23][C:24]3[C:29]([F:30])=[CH:28][CH:27]=[CH:26][C:25]=3[F:31])=[CH:20][C:19]([CH2:32][CH3:33])=[CH:18][C:17]=12)=[O:12])(C)(C)C.FC(F)(F)C(O)=O>ClCCl>[NH2:7][C:8]([CH3:38])([CH2:35][CH2:36][CH3:37])[CH2:9][NH:10][C:11]([C:13]1[C:14]([CH3:34])=[N:15][N:16]2[C:21]([O:22][CH2:23][C:24]3[C:29]([F:30])=[CH:28][CH:27]=[CH:26][C:25]=3[F:31])=[CH:20][C:19]([CH2:32][CH3:33])=[CH:18][C:17]=12)=[O:12]. Procedure: A solution of 19 mg (0.033 mmol, 95% purity) of rac-{1-[({7-[(2,6-difluorobenzyl)oxy]-5-ethyl-2-methylpyrazolo[1,5-a]pyridin-3-yl}carbonyl)amino]-2-methylpentan-2-yl}carbamic acid tert-butyl ester (Example 169A) in 1 ml of dichloromethane was admixed with 0.15 ml of trifluoroacetic acid. The resulting mixture was stirred at room temperature for 2 hours. The reaction mixture was concentrated under reduced pressure and the remaining residue was purified by preparative HPLC chromatography (Method 2...